Dataset: the Open Reaction Database (ORD), a public repository of structured organic reaction records. Task: describe an organic reaction: reactants, conditions, products, and yield Reactants: COc1cc(N2CCN(C(C)=O)CC2)ccc1[N+](=O)[O-], CCOC(C)=O, CCO. Yields the product COc1cc(N2CCN(C(C)=O)CC2)ccc1N. As a reaction SMILES: [C:1]([CH3:2])(=[O:3])[N:4]1[CH2:5][CH2:6][N:7]([c:10]2[cH:11][c:12]([O:19][CH3:20])[c:13]([N+:16]([O-:17])=[O:18])[cH:14][cH:15]2)[CH2:8][CH2:9]1.[C:21]([O:22][CH2:23][CH3:24])(=[O:25])[CH3:26].[CH2:27]([OH:28])[CH3:29]>>[C:1]([CH3:2])(=[O:3])[N:4]1[CH2:5][CH2:6][N:7]([c:10]2[cH:11][c:12]([O:19][CH3:20])[c:13]([NH2:16])[cH:14][cH:15]2)[CH2:8][CH2:9]1.